This data is from the Open Reaction Database (ORD), a public repository of structured organic reaction records. The task is: describe an organic reaction: reactants, conditions, products, and yield The reactants are ClC1=CNC2=CC=C(C=C12)C(=O)OC (methyl 3-chloro-5-indolecarboxylate), C(C)(=O)OCC (ethyl acetate). Solvent: C1CCOC1 (THF), [Li+].[OH-] (LiOH). The product is ClC1=CNC2=CC=C(C=C12)C(=O)O (3-chloro-5-indolecarboxylic acid). Isolated yield 79.9%. Reaction SMILES: [Cl:1][C:2]1[C:10]2[C:5](=[CH:6][CH:7]=[C:8]([C:11]([O:13]C)=[O:12])[CH:9]=2)[NH:4][CH:3]=1.C(OCC)(=O)C>C1COCC1.[Li+].[OH-]>[Cl:1][C:2]1[C:10]2[C:5](=[CH:6][CH:7]=[C:8]([C:11]([OH:13])=[O:12])[CH:9]=2)[NH:4][CH:3]=1 |f:3.4|. Procedure details: A solution of Example 62A (361 mg, 1.62 mmol) in THF (7 mL) and 1M LiOH (3.3 mL) was heated at 50° C. for 5 hours, treated with ethyl acetate and extracted with 10% NaHCO3 (3×). The extract was treated with 6M HCl and extracted with ethyl acetate (2×40 mL). The organic layer was dried (MgSO4), filtered, and concentrated to provide 253.2 mg of the desired compound.